From a dataset of the Open Reaction Database (ORD), a public repository of structured organic reaction records. describe an organic reaction: reactants, conditions, products, and yield Starting materials: O=C(O)c1ccc(C(=O)NCc2ccc(Cl)c(Cl)c2)s1, O=C(Cl)C(=O)Cl, ClCCl, CN(C)C=O. Yields the product O=C(Cl)c1ccc(C(=O)NCc2ccc(Cl)c(Cl)c2)s1. Reaction SMILES: [Cl:1][c:2]1[cH:3][c:4]([CH2:5][NH:6][C:7](=[O:8])[c:9]2[cH:10][cH:11][c:12]([C:14](=[O:15])[OH:16])[s:13]2)[cH:17][cH:18][c:19]1[Cl:20].[Cl:26][C:27]([C:28]([Cl:29])=[O:30])=[O:31].[Cl:32][CH2:33][Cl:34].[O:21]=[CH:22][N:23]([CH3:24])[CH3:25]>>[Cl:1][c:2]1[cH:3][c:4]([CH2:5][NH:6][C:7](=[O:8])[c:9]2[cH:10][cH:11][c:12]([C:14](=[O:15])[Cl:26])[s:13]2)[cH:17][cH:18][c:19]1[Cl:20].